Dataset: the Open Reaction Database (ORD), a public repository of structured organic reaction records. Task: describe an organic reaction: reactants, conditions, products, and yield Starting materials: 44.5, ClC1=CC=C(C2=CC=CC=C12)O (4-chloro-1-naphthalenol), ClCC1OC1 (2-(chloromethyl)oxirane), [OH-].[K+] (potassium hydroxide). Run in O (Water). The product is 45.3, ClC1=CC=C(C2=CC=CC=C12)OCC1OC1 (2-[(4-chloro-1-naphthalenyloxy)-methyl]oxirane). As a reaction SMILES: [Cl:1][C:2]1[C:11]2[C:6](=[CH:7][CH:8]=[CH:9][CH:10]=2)[C:5]([OH:12])=[CH:4][CH:3]=1.Cl[CH2:14][CH:15]1[CH2:17][O:16]1.[OH-].[K+]>O>[Cl:1][C:2]1[C:11]2[C:6](=[CH:7][CH:8]=[CH:9][CH:10]=2)[C:5]([O:12][CH2:14][CH:15]2[CH2:17][O:16]2)=[CH:4][CH:3]=1 |f:2.3|. Procedure details: To a stirred mixture of 44.5 parts of 4-chloro-1-naphthalenol and 115 parts of 2-(chloromethyl)oxirane are added portionwise 17.1 parts of potassium hydroxide (exothermic reaction). When the exothermic reaction is ceased, the whole is heated to reflux and stirred at reflux temperature for 2 hours. Water is added and the whole is extracted twice with trichloromethane. The combined extracts are washed three times with water, dried and evaporated. The residue is distilled, yielding 45.3 parts of 2-... The product is C(#N)C(CO)C1CCN(CC1)C1=C(C=C(C=C1)N1C(O[C@H](C1)CNC(C)=O)=O)F ((S)-N-{3-[4-(4-(1-cyano-2-hydroxy-ethyl)-piperidin-1-yl)-3-fluorophenyl]-2-oxo-oxazolidin-5-ylmethyl}-acetamide). RXN SMILES: [BH4-].[Na+].[C:3]([C:5](=[C:11]1[CH2:16][CH2:15][N:14]([C:17]2[CH:22]=[CH:21][C:20]([N:23]3[CH2:27][C@H:26]([CH2:28][NH:29][C:30](=[O:32])[CH3:31])[O:25][C:24]3=[O:33])=[CH:19][C:18]=2[F:34])[CH2:13][CH2:12]1)[C:6](OCC)=[O:7])#[N:4].Cl>CO>[C:3]([CH:5]([CH:11]1[CH2:16][CH2:15][N:14]([C:17]2[CH:22]=[CH:21][C:20]([N:23]3[CH2:27][C@H:26]([CH2:28][NH:29][C:30](=[O:32])[CH3:31])[O:25][C:24]3=[O:33])=[CH:19][C:18]=2[F:34])[CH2:13][CH2:12]1)[CH2:6][OH:7])#[N:4] |f:0.1|. The yield is 76.0%. Reactants: [BH4-].[Na+] (sodium borohydride), C(#N)C(C(=O)OCC)=C1CCN(CC1)C1=C(C=C(C=C1)N1C(O[C@H](C1)CNC(C)=O)=O)F ((S)-N-{3-[4-(4-(1-cyano-1-ethoxycarbonyl-methylidene)-piperidin-1-yl)-3-fluorophenyl]-2-oxo-oxazolidin-5-ylmethyl}-acetamide), Cl (hydrochloric acid). Run at time 0.5 hour. Procedure details: The mixture of sodium borohydride (5.26 mmol), (S)-N-{3-[4-(4-(1-cyano-1-ethoxycarbonyl-methylidene)-piperidin-1-yl)-3-fluorophenyl]-2-oxo-oxazolidin-5-ylmethyl}-acetamide (0.34 mmol) in methanol (15 ml) was stirred for 0.5 hours at room temperature. The reaction mixture was neutralized with dilute hydrochloric acid. The solid was filtered and purified on silica gel column chromatography recrystallized from chloroform:methanol to provide tile compound in 76% yield. Run in CO (methanol). Reactants: C(C)(=O)OCC (ethyl acetate), C([O-])([O-])=O.[K+].[K+] (potassium carbonate), stannous chloride dihydrate, C(C=C)C(C(=O)OC)(C(=O)OC)C(CC1=C(C=CC(=C1)C(F)(F)F)[N+](=O)[O-])C1=CC=C(C=C1)OC (α-(2-Propenyl)-[2-(2-nitro-5-trifluoromethylphenyl)-1-(4-methoxyphenyl)ethyl]propanedioic acid, dimethyl ester), Cl (hydrochloric acid), C([O-])([O-])=O.[K+].[K+] (potassium carbonate). The solvent is CO (methanol). The product is C(C=C)C(C(=O)OC)(C(=O)OC)C(CC1=C(C=CC(=C1)C(F)(F)F)N)C1=CC=C(C=C1)OC ((2-Propenyl)-[2-(2 -amino-5-trifluoromethylphenyl)-1-(4-methoxyphenyl)ethyl]propanedioic acid, dimethyl ester). Yield: 109.5%. RXN SMILES: [CH2:1]([C:4]([CH:13]([C:28]1[CH:33]=[CH:32][C:31]([O:34][CH3:35])=[CH:30][CH:29]=1)[CH2:14][C:15]1[CH:20]=[C:19]([C:21]([F:24])([F:23])[F:22])[CH:18]=[CH:17][C:16]=1[N+:25]([O-])=O)([C:9]([O:11][CH3:12])=[O:10])[C:5]([O:7][CH3:8])=[O:6])[CH:2]=[CH2:3].Cl.C(OCC)(=O)C.C(=O)([O-])[O-].[K+].[K+]>CO>[CH2:1]([C:4]([CH:13]([C:28]1[CH:33]=[CH:32][C:31]([O:34][CH3:35])=[CH:30][CH:29]=1)[CH2:14][C:15]1[CH:20]=[C:19]([C:21]([F:22])([F:24])[F:23])[CH:18]=[CH:17][C:16]=1[NH2:25])([C:9]([O:11][CH3:12])=[O:10])[C:5]([O:7][CH3:8])=[O:6])[CH:2]=[CH2:3] |f:3.4.5|. Procedure: α-(2-Propenyl)-[2-(2-nitro-5-trifluoromethylphenyl)-1-(4-methoxyphenyl)ethyl]propanedioic acid, dimethyl ester (50.49 g; 0.102 mole) was dissolved in methanol (350 ml) under argon at room temperature. Powdered stannous chloride dihydrate (119.67 g; 0.53 mole; 5.2 eq.) was added followed by concentrated hydrochloric acid (155 ml with stirring. Celite, ethyl acetate, and saturated potassium carbonate solution were added with stirring (the potassium carbonate was added portionwise). The suspension ... Starting materials: CN(C(OC1=CC(=CC=C1)NC(=O)C1(CCNCC1)N)=O)C (3-(4-aminopiperidine-4-carboxamido)phenyl dimethylcarbamate), ClC=1C2=C(N=CN1)NC=C2C (4-chloro-5-methyl-7H-pyrrolo[2,3-d]pyrimidine), C(C)(C)N(C(C)C)CC (N,N-diisopropylethylamine). The solvent is C(C)(C)O (isopropanol). Reaction conditions: temperature 120 celsius. Yields the product CN(C(OC1=CC(=CC=C1)NC(=O)C1(CCN(CC1)C=1C2=C(N=CN1)NC=C2C)N)=O)C (3-(4-amino-1-(5-methyl-7H-pyrrolo[2,3-d]pyrimidin-4-yl)piperidine-4-carboxamido)phenyl dimethylcarbamate). The yield is 54.0%. As a reaction SMILES: [CH3:1][N:2]([CH3:22])[C:3](=[O:21])[O:4][C:5]1[CH:10]=[CH:9][CH:8]=[C:7]([NH:11][C:12]([C:14]2([NH2:20])[CH2:19][CH2:18][NH:17][CH2:16][CH2:15]2)=[O:13])[CH:6]=1.Cl[C:24]1[C:25]2[C:32]([CH3:33])=[CH:31][NH:30][C:26]=2[N:27]=[CH:28][N:29]=1.C(N(CC)C(C)C)(C)C>C(O)(C)C>[CH3:1][N:2]([CH3:22])[C:3](=[O:21])[O:4][C:5]1[CH:10]=[CH:9][CH:8]=[C:7]([NH:11][C:12]([C:14]2([NH2:20])[CH2:19][CH2:18][N:17]([C:24]3[C:25]4[C:32]([CH3:33])=[CH:31][NH:30][C:26]=4[N:27]=[CH:28][N:29]=3)[CH2:16][CH2:15]2)=[O:13])[CH:6]=1. Reported procedure: 3-(4-aminopiperidine-4-carboxamido)phenyl dimethylcarbamate from step B (0.109 g, 0.36 mmol), 4-chloro-5-methyl-7H-pyrrolo[2,3-d]pyrimidine (0.060 g, 0.36 mmol), and N,N-diisopropylethylamine (0.277 g, 2.14 mmol) were combined in isopropanol (5 mL) and heated in a sealed tube at 120° C. for 18 hours. The mixture was concentrated, and the residue was purification by silica gel chromatography (0-10% MeOH/CH2Cl2) to afford the title compound (0.085 g, 55%) as a white solid. Starting materials: O=C1N(C(N(C12CCC2)C2=CC=C(C=C2)OC2CCNCC2)=S)C=2C=C(C(=NC2)C#N)C(F)(F)F (5-(8-oxo-5-(4-(piperidin-4-yloxy)phenyl)-6-thioxo-5,7-diazaspiro[3.4]octan-7-yl)-3-(trifluoromethyl)picolinonitrile), BrCC(=O)OCC (ethyl 2-bromoacetate). Product: C(#N)C1=C(C=C(C=N1)N1C(N(C2(CCC2)C1=O)C1=CC=C(OC2CCN(CC2)CC(=O)OCC)C=C1)=S)C(F)(F)F (Ethyl 2-(4-(4-(7-(6-cyano-5-(trifluoromethyl)pyridin-3-yl)-8-oxo-6-thioxo-5,7-diazaspiro[3.4]octan-5-yl)phenoxy)piperidin-1-yl)acetate). As a reaction SMILES: [O:1]=[C:2]1[C:6]2([CH2:9][CH2:8][CH2:7]2)[N:5]([C:10]2[CH:15]=[CH:14][C:13]([O:16][CH:17]3[CH2:22][CH2:21][NH:20][CH2:19][CH2:18]3)=[CH:12][CH:11]=2)[C:4](=[S:23])[N:3]1[C:24]1[CH:25]=[C:26]([C:32]([F:35])([F:34])[F:33])[C:27]([C:30]#[N:31])=[N:28][CH:29]=1.Br[CH2:37][C:38]([O:40][CH2:41][CH3:42])=[O:39]>>[C:30]([C:27]1[N:28]=[CH:29][C:24]([N:3]2[C:2](=[O:1])[C:6]3([CH2:9][CH2:8][CH2:7]3)[N:5]([C:10]3[CH:15]=[CH:14][C:13]([O:16][CH:17]4[CH2:22][CH2:21][N:20]([CH2:37][C:38]([O:40][CH2:41][CH3:42])=[O:39])[CH2:19][CH2:18]4)=[CH:12][CH:11]=3)[C:4]2=[S:23])=[CH:25][C:26]=1[C:32]([F:34])([F:33])[F:35])#[N:31]. Reported procedure: The title compound was synthesized as described in Example 27 using 5-(8-oxo-5-(4-(piperidin-4-yloxy)phenyl)-6-thioxo-5,7-diazaspiro[3.4]octan-7-yl)-3-(trifluoromethyl)picolinonitrile and ethyl 2-bromoacetate as starting materials. LCMS [M+1]+ 588.1. Reaction SMILES: [BH4-:81].[C:39](=[O:40])([O-:41])[OH:42].[CH3:83][OH:84].[CH3:85][CH2:86][OH:87].[CH:20]([N:21]1[CH2:22][CH2:23][NH:24][CH2:25][CH2:26]1)([c:27]1[cH:28][cH:29][cH:30][cH:31][cH:32]1)[c:33]1[cH:34][cH:35][cH:36][cH:37][cH:38]1.[CH:44]([c:45]1[cH:46][cH:47][cH:48][cH:49][cH:50]1)([c:51]1[cH:52][cH:53][cH:54][cH:55][cH:56]1)[N:57]1[CH2:58][CH2:59][N:60]([CH2:63][CH:64]2[C:65](=[O:80])[c:66]3[cH:67][cH:68][c:69]([N:74]4[CH2:75][CH2:76][O:77][CH2:78][CH2:79]4)[cH:70][c:71]3[CH2:72][CH2:73]2)[CH2:61][CH2:62]1.[ClH:19].[ClH:1].[Na+:43].[Na+:82].[O:2]1[CH2:3][CH2:4][N:5]([c:6]2[cH:7][c:8]3[c:9]([cH:10][cH:11]2)[C:12](=[O:13])[CH2:14][CH2:15][CH2:16]3)[CH2:17][CH2:18]1>>[CH:44]([c:45]1[cH:46][cH:47][cH:48][cH:49][cH:50]1)([c:51]1[cH:52][cH:53][cH:54][cH:55][cH:56]1)[N:57]1[CH2:58][CH2:59][N:60]([CH2:63][CH:64]2[CH:65]([OH:80])[c:66]3[cH:67][cH:68][c:69]([N:74]4[CH2:75][CH2:76][O:77][CH2:78][CH2:79]4)[cH:70][c:71]3[CH2:72][CH2:73]2)[CH2:61][CH2:62]1. The product is OC1c2ccc(N3CCOCC3)cc2CCC1CN1CCN(C(c2ccccc2)c2ccccc2)CC1. Starting materials: [BH4-], O=C([O-])O, CO, CCO, c1ccc(C(c2ccccc2)N2CCNCC2)cc1, O=C1c2ccc(N3CCOCC3)cc2CCC1CN1CCN(C(c2ccccc2)c2ccccc2)CC1, Cl, Cl, [Na+], [Na+], O=C1CCCc2cc(N3CCOCC3)ccc21. Reactants: [BH4-], O=Cc1ccccc1O, NC(Cc1c[nH]cn1)C(=O)O, [Na+], [Na+], [OH-]. RXN SMILES: [BH4-:12].[CH:3](=[O:4])[c:5]1[cH:6][cH:7][cH:8][cH:9][c:10]1[OH:11].[NH2:14][CH:15]([CH2:16][c:17]1[cH:18][nH:19][cH:20][n:21]1)[C:22](=[O:23])[OH:24].[Na+:13].[Na+:2].[OH-:1]>>[CH2:3]([c:5]1[cH:6][cH:7][cH:8][cH:9][c:10]1[OH:11])[NH:14][CH:15]([CH2:16][c:17]1[cH:18][nH:19][cH:20][n:21]1)[C:22](=[O:23])[OH:24]. Product: O=C(O)C(Cc1c[nH]cn1)NCc1ccccc1O. Starting materials: C(C)(=O)OCC (ethyl acetate), CC(C)([O-])C.[K+] (potassium t-butoxide), CN(C=O)C (N,N-dimethylformamide), C(C)(=S)O (thioacetic acid), C(C=C)OC(=O)N1[C@@H](C[C@H](C1)OS(=O)(=O)C)CC#N ((2R,4R)-1-allyloxycarbonyl-2-cyanomethyl-4-methanesulfonyloxypyrrolidine), CN(C=O)C (N,N-dimethylformamide). Run in O (water). Conditions: time 30 minute. The product is C(C)(=O)S[C@H]1C([C@H](N(C1)OCC=C)CC#N)=C=O ((2R,4S)-4-acetylthio-1-allyloxy-carbonyl-2-(cyanomethyl) pyrrolidine). Reaction SMILES: C[C:2]([CH3:5])([O-])[CH3:3].[K+].[C:7]([OH:10])(=[S:9])[CH3:8].C(OC([N:17]1[CH2:21][C@H:20](OS(C)(=O)=O)[CH2:19][C@H:18]1[CH2:27][C:28]#[N:29])=O)C=C.[C:30](OCC)(=[O:32])C.CN(C)C=[O:39]>O>[C:7]([S:9][C@@H:20]1[CH2:21][N:17]([O:39][CH2:3][CH:2]=[CH2:5])[C@H:18]([CH2:27][C:28]#[N:29])[C:19]1=[C:30]=[O:32])(=[O:10])[CH3:8] |f:0.1|. Procedure details: To a mixture of potassium t-butoxide (2.18 g) and N,N-dimethylformamide (43 ml) was added thioacetic acid (1.48 g) at -10° C. After stirring at 0°-5° C. for 30 minutes, a solution of (2R,4R)-1-allyloxycarbonyl-2-cyanomethyl-4-methanesulfonyloxypyrrolidine (4.30 g) in N,N-dimethylformamide (4 ml) was added to the cold mixture. After stirring at 80° C. for 3 hours, the mixture was poured into a mixture of ethyl acetate and water. The separated organic layer was washed with aqueous sodium chloride ... The reactants are Cc1nc2ccc(C(=O)O)cc2o1, CC(C)(C)C([O-])([O-])[O-], Nc1ccc(C(=O)O)cc1O, O=S(Cl)Cl. The product is Cc1nc2ccc(C(=O)O)cc2o1, [Cl-]. As a reaction SMILES: [C:20](=[O:21])([OH:22])[c:23]1[cH:24][c:25]2[c:26]([n:27][c:28]([CH3:30])[o:29]2)[cH:31][cH:32]1.[CH3:12][C:13]([CH3:14])([CH3:15])[C:16]([O-:17])([O-:18])[O-:19].[NH2:1][c:2]1[cH:3][cH:4][c:5]([C:6]([OH:7])=[O:8])[cH:9][c:10]1[OH:11].[S:33]([Cl:34])([Cl:35])=[O:36]>>[C:20](=[O:21])([OH:22])[c:23]1[cH:24][c:25]2[c:26]([n:27][c:28]([CH3:30])[o:29]2)[cH:31][cH:32]1.[Cl-:35]. Reactants: C(CCCCCCC)[Sn](CCCCCCCC)(Cl)Cl (di-n-octyltin dichloride), C(CCCCCCC)Cl (n-octyl chloride), tetramethylenemethylsulfonium iodide. Product: C(CCCCCCC)[Sn](Cl)(Cl)Cl (n-octyltin trichloride). RXN SMILES: C([Sn:9]([Cl:19])([Cl:18])[CH2:10][CH2:11][CH2:12][CH2:13][CH2:14][CH2:15][CH2:16][CH3:17])CCCCCCC.C([Cl:28])CCCCCCC>>[CH2:10]([Sn:9]([Cl:18])([Cl:19])[Cl:28])[CH2:11][CH2:12][CH2:13][CH2:14][CH2:15][CH2:16][CH3:17]. Procedure: Following the procedure outlined in Example 1, except that di-n-octyltin dichloride is used in place of dimethyltin dichloride, n-octyl chloride in place of methyl chloride, and tetramethylenemethylsulfonium iodide in place of trimethylsulfonium iodide, there is obtained n-octyltin trichloride.